Dataset: the Open Reaction Database (ORD), a public repository of structured organic reaction records. Task: describe an organic reaction: reactants, conditions, products, and yield The reactants are CC=1C2=C(SC1CNC)C=CC=C2 (3-methyl-2-(methylaminomethyl)benzo[b]thiophene), NC1=CC=C(C=N1)/C=C/C(=O)O ((E)-3-(6-aminopyridin-3-yl)acrylic acid), C=1C=CC2=C(C1)N=NN2O (HOBt), O (H2O), C1CCC(CC1)N=C=NC2CCCCC2 (DCC). Run in CN(C)C=O.C(Cl)Cl (DMF CH2Cl2). Run at time 16 hour. Product: NC1=CC=C(C=N1)/C=C/C(=O)N(CC1=C(C2=C(S1)C=CC=C2)C)C ((E)-3-(6-aminopyridin-3-yl)-N-methyl-N-(3-methylbenzo[b]thiophen-2-ylmethyl)acrylamide). Isolated yield 72.2%. RXN SMILES: [CH3:1][C:2]1[C:3]2[CH:13]=[CH:12][CH:11]=[CH:10][C:4]=2[S:5][C:6]=1[CH2:7][NH:8][CH3:9].[NH2:14][C:15]1[N:20]=[CH:19][C:18](/[CH:21]=[CH:22]/[C:23]([OH:25])=O)=[CH:17][CH:16]=1.C1C=CC2N(O)N=NC=2C=1.O.C1CCC(N=C=NC2CCCCC2)CC1>CN(C=O)C.C(Cl)Cl>[NH2:14][C:15]1[N:20]=[CH:19][C:18](/[CH:21]=[CH:22]/[C:23]([N:8]([CH3:9])[CH2:7][C:6]2[S:5][C:4]3[CH:10]=[CH:11][CH:12]=[CH:13][C:3]=3[C:2]=2[CH3:1])=[O:25])=[CH:17][CH:16]=1 |f:5.6|. Procedure details: To a stirred solution of 3-methyl-2-(methylaminomethyl)benzo[b]thiophene (0.30 g, 1.6 mmole) in 1:1 DMF/CH2Cl2 was added (E)-3-(6-aminopyridin-3-yl)acrylic acid (0.33 g, 2 mmole), HOBt.H2O (0.27 g, 2 mmole), and DCC (0.41 g, 2 mmole). The reaction was stirred for 16 hr. then was concentrated under vacuum. The residue was taken up in CHCl3, washed with H2O, dried (Na2SO4) and concentrated. Purification by flash chromatography on silica gel (4% methanol/CHCl3) gave the title compound (0.39 g, 72%)... The reactants are C1(=CC=C(C=C1)S(=O)(=O)N1CC(=C(C1)CBr)CBr)C (N-(p-toluenesulfonyl)-3,4-bis(bromomethyl)-3-pyrroline), [C-]#N.[Na+] (sodium cyanide), ice water. Run in CS(=O)C (dimethylsulfoxide). Yields the product C1(=CC=C(C=C1)S(=O)(=O)N1CC(=C(C1)CC#N)CBr)C (N-(p-toluenesulfonyl)-3-(bromomethyl)-4-(cyanomethyl)-3-pyrroline). Isolated yield 57.6%. Reaction SMILES: [C:1]1([CH3:19])[CH:6]=[CH:5][C:4]([S:7]([N:10]2[CH2:14][C:13]([CH2:15][Br:16])=[C:12]([CH2:17]Br)[CH2:11]2)(=[O:9])=[O:8])=[CH:3][CH:2]=1.[C-:20]#[N:21].[Na+]>CS(C)=O>[C:1]1([CH3:19])[CH:2]=[CH:3][C:4]([S:7]([N:10]2[CH2:11][C:12]([CH2:17][C:20]#[N:21])=[C:13]([CH2:15][Br:16])[CH2:14]2)(=[O:8])=[O:9])=[CH:5][CH:6]=1 |f:1.2|. Procedure details: 10 g of N-(p-toluenesulfonyl)-3,4-bis(bromomethyl)-3-pyrroline, prepared in Preparation 5, was dissolved in 10 ml of dimethylsulfoxide (DMSO) and then heated in oil bath for 2 hours with refluxing. During the heating and refluxing, 1.5 g of sodium cyanide was added by small portion. The reaction mixture was cooled to room temperature and poured into ice water and then extracted with methylene chloride (200 ml×3). The extracts were combined, dried over Na2SO4 and concentrated. The residue was pur... Starting materials: C(C)C(CO)CCCC (2-ethyl hexanol), C(CC)=O (propanal), C(CCC)=O (butanal), C(CCC)=O (butanal), oxo alcohols. Product: C(C)C(C=O)=CCCC (2-ethyl hexenal). As a reaction SMILES: C(=O)CC.C(=O)CCC.[CH2:10]([CH:12]([CH2:15][CH2:16][CH2:17][CH3:18])[CH2:13][OH:14])[CH3:11]>>[CH2:10]([C:12](=[CH:15][CH2:16][CH2:17][CH3:18])[CH:13]=[O:14])[CH3:11]. Procedure: The aldol condensation of propanal or butanal is an important step in the production of oxo alcohols such as 2-ethyl hexanol. For example, as described in GB 1462328, butanal is typically condensed using an aqueous caustic catalyst at a temperature of the order of 80 to 140° C. to give 2-ethyl hexenal which is then hydrogenated to 2-ethyl hexanol. Yields the product C(C1=CC=CC=C1)C=1C(=C(C=CC1)CC(CO)O)OCC1=CC=CC=C1 ((±)-3-[3-benzyl-2-(benzyloxy)phenyl]propane-1,2-diol). Procedure: Treatment of 2-allyl-6-benzylphenol (12.11 g, 0.054 mol) with potassium carbonate (30.00 g, 0.217 mol), benzyl bromide (10.67 g, 0.062 mol), and tetrabutylammonium iodide (2.01 g, 0.005 mol) generally according to the procedure described for Intermediate 1 provided 1-allyl-3-benzyl-2-(benzyloxy)benzene. Treatment of 1-allyl-3-benzyl-2-(benzyloxy)benzene (16.35 g, 0.052 mol) with AD-mix-ox (76.02 g) generally according to the procedure described for Intermediate 2 gave 9.82 (54%, 25% ee) of (±)-3... Starting materials: C(C=C)C1=C(C(=CC=C1)CC1=CC=CC=C1)O (2-allyl-6-benzylphenol), C(C=C)C1=C(C(=CC=C1)CC1=CC=CC=C1)OCC1=CC=CC=C1 (1-allyl-3-benzyl-2-(benzyloxy)benzene), C(C=C)C1=C(C(=CC=C1)CC1=CC=CC=C1)OCC1=CC=CC=C1 (1-allyl-3-benzyl-2-(benzyloxy)benzene), C([O-])([O-])=O.[K+].[K+] (potassium carbonate), C(C1=CC=CC=C1)Br (benzyl bromide), Intermediate 2. Reagents/catalysts: [I-].C(CCC)[N+](CCCC)(CCCC)CCCC (tetrabutylammonium iodide). Run in C(C)(C)(C)O (tert-butyl alcohol). Isolated yield 54.0%. RXN SMILES: C(C1C=CC=[C:6]([CH2:10][C:11]2[CH:16]=[CH:15][CH:14]=[CH:13][CH:12]=2)[C:5]=1[OH:17])C=C.C(=O)([O-])[O-:19].[K+].[K+].[CH2:24](Br)[C:25]1[CH:30]=[CH:29][CH:28]=[CH:27][CH:26]=1.C(C1C=CC=C(CC2C=CC=CC=2)C=1[O:48][CH2:49][C:50]1[CH:55]=[CH:54][CH:53]=[CH:52][CH:51]=1)C=C>[I-].C([N+](CCCC)(CCCC)CCCC)CCC.C(O)(C)(C)C>[CH2:24]([C:15]1[C:16]([O:48][CH2:49][C:50]2[CH:55]=[CH:54][CH:53]=[CH:52][CH:51]=2)=[C:11]([CH2:10][CH:6]([OH:19])[CH2:5][OH:17])[CH:12]=[CH:13][CH:14]=1)[C:25]1[CH:30]=[CH:29][CH:28]=[CH:27][CH:26]=1 |f:1.2.3,6.7|. The reactants are CC[Mg+], CCCCCCC1CO1, CCOC(C)=O, [Cl-], Cl[Cu]Cl, C1CCOC1, O, Cc1ccc(S(=O)(=O)Cl)cc1, c1ccncc1. The product is CCCCCCC(CCC)OS(=O)(=O)c1ccc(C)cc1. Reaction SMILES: [CH2:11]([CH3:12])[Mg+:13].[CH2:1]([CH2:2][CH2:3][CH2:4][CH2:5][CH3:6])[CH:7]1[O:8][CH2:9]1.[CH3:34][CH2:35][O:36][C:37](=[O:38])[CH3:39].[Cl-:10].[Cu:31]([Cl:32])[Cl:33].[O:26]1[CH2:27][CH2:28][CH2:29][CH2:30]1.[OH2:25].[c:14]1([CH3:24])[cH:15][cH:16][c:17]([S:20](=[O:21])(=[O:22])[Cl:23])[cH:18][cH:19]1.[cH:40]1[cH:41][cH:42][n:43][cH:44][cH:45]1>>[CH2:1]([CH2:2][CH2:3][CH2:4][CH2:5][CH3:6])[CH:7]([O:8][S:20]([c:17]1[cH:16][cH:15][c:14]([CH3:24])[cH:19][cH:18]1)(=[O:21])=[O:22])[CH2:9][CH2:11][CH3:12]. The reactants are CCOC(=O)C=Cc1ccc(NC(=O)c2cc([Si](C)(C)C)cc([Si](C)(C)C)c2)cc1, CO, CCOC(C)=O, [H][H]. Product: CCOC(=O)CCc1ccc(NC(=O)c2cc([Si](C)(C)C)cc([Si](C)(C)C)c2)cc1. RXN SMILES: [CH3:1][Si:2]([c:3]1[cH:4][c:5]([C:6](=[O:7])[NH:8][c:9]2[cH:10][cH:11][c:12]([CH:13]=[CH:14][C:15](=[O:16])[O:17][CH2:18][CH3:19])[cH:20][cH:21]2)[cH:22][c:23]([Si:25]([CH3:26])([CH3:27])[CH3:28])[cH:24]1)([CH3:29])[CH3:30].[CH3:33][OH:34].[CH3:35][CH2:36][O:37][C:38](=[O:39])[CH3:40].[H:31][H:32]>>[CH3:1][Si:2]([c:3]1[cH:4][c:5]([C:6](=[O:7])[NH:8][c:9]2[cH:10][cH:11][c:12]([CH2:13][CH2:14][C:15](=[O:16])[O:17][CH2:18][CH3:19])[cH:20][cH:21]2)[cH:22][c:23]([Si:25]([CH3:26])([CH3:27])[CH3:28])[cH:24]1)([CH3:29])[CH3:30]. Reactants: C(C)N1N=CC=2C1=NC(=C(C2C=2C=NC=C(C2)C)/C=C/C(=O)OCC)COC (ethyl (2E)-3-[1-ethyl-6-(methoxymethyl)-4-(5-methyl-3-pyridyl)-1H-pyrazolo[3,4-b]pyridin-5-yl]acrylate). The reagents and catalysts are [Pt]=O (platinum oxide). Solvent: CCO (EtOH). Yields the product C(C)N1N=CC=2C1=NC(=C(C2C=2C=NC=C(C2)C)CCC(=O)OCC)COC (ethyl 3-[1-ethyl-6-(methoxymethyl)-4-(5-methyl-3-pyridyl)-1H-pyrazolo[3,4-b]pyridin-5-yl]propanoate). Isolated yield 57.7%. Reaction SMILES: [CH2:1]([N:3]1[C:7]2=[N:8][C:9]([CH2:26][O:27][CH3:28])=[C:10](/[CH:19]=[CH:20]/[C:21]([O:23][CH2:24][CH3:25])=[O:22])[C:11]([C:12]3[CH:13]=[N:14][CH:15]=[C:16]([CH3:18])[CH:17]=3)=[C:6]2[CH:5]=[N:4]1)[CH3:2]>CCO.[Pt]=O>[CH2:1]([N:3]1[C:7]2=[N:8][C:9]([CH2:26][O:27][CH3:28])=[C:10]([CH2:19][CH2:20][C:21]([O:23][CH2:24][CH3:25])=[O:22])[C:11]([C:12]3[CH:13]=[N:14][CH:15]=[C:16]([CH3:18])[CH:17]=3)=[C:6]2[CH:5]=[N:4]1)[CH3:2]. Procedure details: A mixture of ethyl (2E)-3-[1-ethyl-6-(methoxymethyl)-4-(5-methyl-3-pyridyl)-1H-pyrazolo[3,4-b]pyridin-5-yl]acrylate (50 mg) in EtOH (3 ml) was hydrogenated (3 atm) over platinum oxide (25 mg) at room temperature for 7 hours. The catalyst was filtered off through celite pad and the filtrate was concentrated in vacuo. The residue was purified by flash column chromatography-on silica gel eluting with a mixture of EtOAc and n-hexane (1:1) then a mixture of MeOH and CHCl3 (1:40) to give ethyl 3-[1-et... Starting materials: O=c1cnc2ccc(Br)cc2[nH]1, CC(C)O, ClC(Cl)Cl, O=P(Cl)(Cl)Cl. The product is Clc1cnc2ccc(Br)cc2n1. Reaction SMILES: [Br:1][c:2]1[cH:3][cH:4][c:5]2[n:6][cH:7][c:8](=[O:12])[nH:9][c:10]2[cH:11]1.[CH:18]([OH:19])([CH3:20])[CH3:21].[CH:22]([Cl:23])([Cl:24])[Cl:25].[P:13]([Cl:14])([Cl:15])([Cl:16])=[O:17]>>[Br:1][c:2]1[cH:3][cH:4][c:5]2[n:6][cH:7][c:8]([Cl:15])[n:9][c:10]2[cH:11]1. The reactants are C(C)(=O)O[C@H]1[C@H](OC=2C(=NC=C(C2)Br)F)SC[C@H]([C@@H]1OC(C)=O)OC(C)=O (5-bromo-2-fluoro-3-pyridinyl 2,3,4-tri-O-acetyl-5-thio-β-D-xylopyranoside), VIII, N1=CC=C(C=C1)B(O)O (4-pyridineboronic acid). The product is C(C)(=O)O[C@H]1[C@H](OC=2C(=NC=C(C2)C2=CC=NC=C2)F)SC[C@H]([C@@H]1OC(C)=O)OC(C)=O (2-Fluoro-5-(4-pyridinyl)-3-pyridinyl 2,3,4-tri-O-acetyl-5-thio-β-D-xylopyranoside), foam. Yield: 53.0%. Reaction SMILES: [C:1]([O:4][C@@H:5]1[C@@H:19]([O:20][C:21](=[O:23])[CH3:22])[C@H:18]([O:24][C:25](=[O:27])[CH3:26])[CH2:17][S:16][C@H:6]1[O:7][C:8]1[C:9]([F:15])=[N:10][CH:11]=[C:12](Br)[CH:13]=1)(=[O:3])[CH3:2].[N:28]1[CH:33]=[CH:32][C:31](B(O)O)=[CH:30][CH:29]=1>>[C:1]([O:4][C@@H:5]1[C@@H:19]([O:20][C:21](=[O:23])[CH3:22])[C@H:18]([O:24][C:25](=[O:27])[CH3:26])[CH2:17][S:16][C@H:6]1[O:7][C:8]1[C:9]([F:15])=[N:10][CH:11]=[C:12]([C:31]2[CH:32]=[CH:33][N:28]=[CH:29][CH:30]=2)[CH:13]=1)(=[O:3])[CH3:2]. Procedure: By carrying out the operation analogously to example 1, starting from 5-bromo-2-fluoro-3-pyridinyl 2,3,4-tri-O-acetyl-5-thio-β-D-xylopyranoside, obtained according to preparation VIII, and 4-pyridineboronic acid, the desired product is obtained in the form of a beige foam (yield=53%).